From a dataset of the Open Reaction Database (ORD), a public repository of structured organic reaction records. describe an organic reaction: reactants, conditions, products, and yield The product is OC(C#CC=1C=CC=2OCCC=3N(C2N1)C=C(N3)C(=O)N)(C)C (2-(3-hydroxy-3-methylbut-1-yn-1-yl)-6,7-dihydroimidazo[1,2-d]pyrido[3,2-b][1,4]oxazepine-9-carboxamide). Run at temperature 100 celsius, time 8 hour. The yield is 44.0%. The solvent is O1CCOCC1 (1,4-dioxane), O (H2O). RXN SMILES: [OH:1][C:2]([CH3:24])([CH3:23])[C:3]#[C:4][C:5]1[CH:6]=[CH:7][C:8]2[O:9][CH2:10][CH2:11][C:12]3[N:13]([CH:16]=[C:17]([C:19](OC)=[O:20])[N:18]=3)[C:14]=2[N:15]=1.ClC1C=CC2OCCC3[N:34](C=C(C(OC)=O)N=3)C=2N=1.CC(C#C)CO.N.O>O1CCOCC1.O>[OH:1][C:2]([CH3:23])([CH3:24])[C:3]#[C:4][C:5]1[CH:6]=[CH:7][C:8]2[O:9][CH2:10][CH2:11][C:12]3[N:13]([CH:16]=[C:17]([C:19]([NH2:34])=[O:20])[N:18]=3)[C:14]=2[N:15]=1 |f:3.4|. Procedure: Into a 20-mL sealed tube was placed a solution of methyl 2-(3-hydroxy-3-methylbut-1-yn-1-yl)-6,7-dihydroimidazo[1,2-d]pyrido[3,2-b][1,4]oxazepine-9-carboxylate (100 mg, 0.31 mmol, 1.00 equiv, prepared by reaction of methyl 2-chloro-6,7-dihydroimidazo[1,2-d]pyrido[3,2-b][1,4]oxazepine-9-carboxylate with 2-methylbut-3-yn-ol similar to as described in General Procedure G. The crude mixture was reacted with NH3.H2O (2 mL, 37%) in 1,4-dioxane (4 mL) similar to as described in General Procedure M. The... Starting materials: crude mixture, N.O (NH3.H2O), OC(C#CC=1C=CC=2OCCC=3N(C2N1)C=C(N3)C(=O)OC)(C)C (methyl 2-(3-hydroxy-3-methylbut-1-yn-1-yl)-6,7-dihydroimidazo[1,2-d]pyrido[3,2-b][1,4]oxazepine-9-carboxylate), ClC=1C=CC=2OCCC=3N(C2N1)C=C(N3)C(=O)OC (methyl 2-chloro-6,7-dihydroimidazo[1,2-d]pyrido[3,2-b][1,4]oxazepine-9-carboxylate), CC(CO)C#C (2-methylbut-3-yn-ol).